Dataset: the Open Reaction Database (ORD), a public repository of structured organic reaction records. Task: describe an organic reaction: reactants, conditions, products, and yield Reactants: BrN1C(CCC1=O)=O (N-bromosuccinimide), ice ethyl acetate, C(C)(C)O.C(=O)=O (isopropanol dry ice), CC1(OC2=CC=C(C=C2C=C1)S(=O)(=O)C1=CC=C(C=C1)C)C (2,2-dimethyl-6-(4'-methylphenylsulfonyl)-chromene), CS(=O)C (dimethyl sulfoxide). The solvent is O (water). Conditions: temperature 20 celsius, time 1 hour. Product: O1C2=C(C(=CC1)O)C=CC=C2.BrC2C(C1=C(OC2(C)C)C=CC(=C1)S(=O)(=O)C1=CC=C(C=C1)C)O (3-Bromo-3,4-dihydro-2,2-dimethyl-6-(4-methylphenylsulfonyl)-2H-benzo[b]pyran-4-ol 2H-benzo[b]pyran-4-ol). As a reaction SMILES: [Br:1]N1C(=O)CCC1=O.C(O)(C)C.[C:13](=[O:15])=O.[CH3:16][C:17]1([CH3:37])[CH:26]=C[C:24]2[C:19](=[CH:20][CH:21]=[C:22]([S:27]([C:30]3[CH:35]=[CH:34][C:33]([CH3:36])=[CH:32][CH:31]=3)(=[O:29])=[O:28])[CH:23]=2)[O:18]1.CS(C)=O>O>[O:18]1[CH2:17][CH:16]=[C:13]([OH:15])[C:20]2[CH:21]=[CH:22][CH:23]=[CH:24][C:19]1=2.[Br:1][CH:26]1[C:17]([CH3:37])([CH3:16])[O:18][C:19]2[CH:24]=[CH:23][C:22]([S:27]([C:30]3[CH:35]=[CH:34][C:33]([CH3:36])=[CH:32][CH:31]=3)(=[O:29])=[O:28])=[CH:21][C:20]=2[CH:13]1[OH:15] |f:1.2,6.7|. Procedure: 14.2 g (0.08 mol) of freshly recrystallized N-bromosuccinimide are introduced with cooling (isopropanol/dry ice) at about 15° C. into 12.6 g (0.04 mol) of 2,2-dimethyl-6-(4'-methylphenylsulfonyl)-chromene in a solution of 70 ml of dimethyl sulfoxide and 1.4 ml of water. The temperature rises temporarily to 27° C. The mixture is cooled to 20° C. and, after stirring for 1 hour, introduced into ice/ethyl acetate. The ethyl acetate phase is washed several times with water and dried over Na2SO4. On c... Reactants: [Cl-].[NH4+] (ammonium chloride), OC(CNS(=O)(=O)C1=CC=C(C=C1)C)C1=CC=C(C=C1)[N+](=O)[O-] (N-(2-Hydroxy-2-(4-nitrophenyl)ethyl)-4-methylbenzenesulfonamide), FC(S(=O)(=O)[O-])(F)F.BrCC[S+](C1=CC=CC=C1)C1=CC=CC=C1 ((2-bromoethyl)diphenylsulfonium trifluoromethanesulfonate), [H-].[Na+] (NaH). Run in O (water), C(C)(=O)OCC (Ethyl acetate), C(Cl)Cl (DCM). Conditions: temperature 0 celsius, time 17 hour. Yields the product [N+](=O)([O-])C1=CC=C(C=C1)C1CN(CCO1)S(=O)(=O)C1=CC=C(C)C=C1 (2-(4-Nitrophenyl)-4-tosylmorpholine). Reaction SMILES: [OH:1][CH:2]([C:15]1[CH:20]=[CH:19][C:18]([N+:21]([O-:23])=[O:22])=[CH:17][CH:16]=1)[CH2:3][NH:4][S:5]([C:8]1[CH:13]=[CH:12][C:11]([CH3:14])=[CH:10][CH:9]=1)(=[O:7])=[O:6].[H-].[Na+].FC(F)(F)S([O-])(=O)=O.Br[CH2:35][CH2:36][S+](C1C=CC=CC=1)C1C=CC=CC=1.[Cl-].[NH4+]>C(Cl)Cl.O.C(OCC)(=O)C>[N+:21]([C:18]1[CH:19]=[CH:20][C:15]([CH:2]2[O:1][CH2:36][CH2:35][N:4]([S:5]([C:8]3[CH:9]=[CH:10][C:11]([CH3:14])=[CH:12][CH:13]=3)(=[O:7])=[O:6])[CH2:3]2)=[CH:16][CH:17]=1)([O-:23])=[O:22] |f:1.2,3.4,5.6|. Reported procedure: N-(2-Hydroxy-2-(4-nitrophenyl)ethyl)-4-methylbenzenesulfonamide (I84) (0.610 g, 1.34 mmol) was sonicated in DCM (20 mL) for five minutes and cooled to 0° C. under nitrogen. A 60% dispersion of NaH (0.220 g, 5.44 mmol) was added and the mixture stirred for five minutes before (2-bromoethyl)diphenylsulfonium trifluoromethanesulfonate (1.21 g, 2.72 mmol) was added. The mixture was stirred for 17 hours, allowing the cooling bath to come to room temperature over this time. Ethyl acetate (200 mL), sat... Reactants: CC=1C=C(C(=O)Cl)C=C(C1)C (3,5-dimethylbenzoyl chloride), methyl ester, COC([C@H](N)CC1=CC=CC=C1)=O ((D)-phenylalanine methyl ester), C1(CCCCC1)C=O (cyclohexanecarboxaldehyde), C(#N)[BH3-].[Na+] (sodium cyanoborohydride), CC=1C=C(C(=O)N([C@H](CC2=CC=CC=C2)C(=O)O)CCC2CCCCC2)C=C(C1)C (N-(3,5-dimethylbenzoyl)-N-(cyclohexylethyl)-(D)-phenylalanine), Cl.COC([C@@H](N)CC1=CNC2=CC=CC=C12)=O ((L)-tryptophan methyl ester hydrochloride). The reagents and catalysts are CN(C)C=1C=CN=CC1 (DMAP). The product is CC=1C=C(C(=O)N([C@H](CC2=CC=CC=C2)C(=O)N[C@@H](CC2=CNC3=CC=CC=C23)C(=O)O)CC2CCCCC2)C=C(C1)C (N-(3,5-dimethylbenzoyl)-N-(cyclohexylmethyl)-(D)-phenylalanyl-(L)-tryptophan). Reaction SMILES: [CH3:1][C:2]1[CH:3]=[C:4]([CH:27]=[C:28]([CH3:30])[CH:29]=1)[C:5](N(CCC1CCCCC1)[C@@H](C(O)=O)CC1C=CC=CC=1)=[O:6].CO[C:33](=[O:43])[C@@H:34]([CH2:36][C:37]1[CH:42]=[CH:41][CH:40]=[CH:39][CH:38]=1)[NH2:35].[CH:44]1([CH:50]=O)[CH2:49][CH2:48][CH2:47][CH2:46][CH2:45]1.C([BH3-])#N.[Na+].CC1C=C(C=C(C)C=1)C(Cl)=O.Cl.C[O:69][C:70](=[O:83])[C@H:71]([CH2:73][C:74]1[C:82]2[C:77](=[CH:78][CH:79]=[CH:80][CH:81]=2)[NH:76][CH:75]=1)[NH2:72]>CN(C1C=CN=CC=1)C>[CH3:30][C:28]1[CH:27]=[C:4]([CH:3]=[C:2]([CH3:1])[CH:29]=1)[C:5]([N:35]([CH2:50][CH:44]1[CH2:45][CH2:46][CH2:47][CH2:48][CH2:49]1)[C@@H:34]([C:33]([NH:72][C@H:71]([C:70]([OH:83])=[O:69])[CH2:73][C:74]1[C:82]2[C:77](=[CH:78][CH:79]=[CH:80][CH:81]=2)[NH:76][CH:75]=1)=[O:43])[CH2:36][C:37]1[CH:38]=[CH:39][CH:40]=[CH:41][CH:42]=1)=[O:6] |f:3.4,6.7|. Procedure details: Following the procedure described in example 12 and starting from N-(3,5-dimethylbenzoyl)-N-(cyclohexylethyl)-(D)-phenylalanine (prepared by reductive alkylation of (D)-phenylalanine methyl ester with cyclohexanecarboxaldehyde in the presence of sodium cyanoborohydride followed by N-acylation with 3,5-dimethylbenzoyl chloride in the presence of DMAP and hydrolysis of the methyl ester moiety according to example 1 and (L)-tryptophan methyl ester hydrochloride gives N-(3,5-dimethylbenzoyl)-N-(cycl... The reactants are BrCCCC (1-bromobutane), CC(=O)C1CCCC(C1)(C)C (herbac). Yields the product CC1(CC(CCC1)C(C)(CCCC)O)C (2-(3,3-dimethylcyclohexyl)hexan-2-ol). Reaction SMILES: Br[CH2:2][CH2:3][CH2:4][CH3:5].[CH3:6][C:7]([CH:9]1[CH2:14][C:13]([CH3:16])([CH3:15])[CH2:12][CH2:11][CH2:10]1)=[O:8]>>[CH3:15][C:13]1([CH3:16])[CH2:12][CH2:11][CH2:10][CH:9]([C:7]([OH:8])([CH2:2][CH2:3][CH2:4][CH3:5])[CH3:6])[CH2:14]1. Reported procedure: The protocol of example 1 is carried out again with 1-bromobutane replacing bromoethane and herbac replacing dehydroherbac.